Dataset: the Open Reaction Database (ORD), a public repository of structured organic reaction records. Task: describe an organic reaction: reactants, conditions, products, and yield Starting materials: C[C@@H]1C([C@]2(C)[C@@H](C1)[C@@H]1CCC3=CC(C=C[C@]3(C)C1=CC2)=O)=O (16β-Methylandrosta-1,4,9(11)-triene-3,17-dione), CC(=O)C.C(Cl)Cl (acetone methylene chloride), [C-]#N.[K+] (potassium cyanide), C(C)(=O)O (acetic acid). Run in CO (methanol). Run at time 72 hour. The product is C(#N)[C@@]1([C@]2(C)[C@@H](C[C@@H]1C)[C@@H]1CCC3=CC(C=C[C@]3(C)C1=CC2)=O)O (17β-Cyano-17α-hydroxy-16β-methylandrosta-1,4,9(11)-trien-3-one). RXN SMILES: [CH3:1][C@H:2]1[CH2:7][C@H:6]2[C@H:8]3[C:18](=[CH:19][CH2:20][C@:4]2([CH3:5])[C:3]1=[O:22])[C@:16]1([CH3:17])[C:11](=[CH:12][C:13](=[O:21])[CH:14]=[CH:15]1)[CH2:10][CH2:9]3.[C-:23]#[N:24].[K+].C(O)(=O)C.CC(C)=O.C(Cl)Cl>CO>[C:23]([C@@:3]1([OH:22])[C@@H:2]([CH3:1])[CH2:7][C@H:6]2[C@H:8]3[C:18](=[CH:19][CH2:20][C@:4]12[CH3:5])[C@:16]1([CH3:17])[C:11](=[CH:12][C:13](=[O:21])[CH:14]=[CH:15]1)[CH2:10][CH2:9]3)#[N:24] |f:1.2,4.5|. Reported procedure: 16β-Methylandrosta-1,4,9(11)-triene-3,17-dione (U.S. Pat. No. 3,010,958, 12.0 g) and potassium cyanide (7.909 g) are suspended in methanol (24 ml). The resulting slurry is then treated with glacial acetic acid (3.5 ml) and allowed to stir in a tightly stoppered flask at 20°-25° for 72 hr. TLC (acetone/methylene chloride, 4/96). The reaction mixture is then cooled to 0° and quenched with glacial acetic acid (4.2 ml). The solids are then collected by filtration, triturated with methanol/water (1/1... Reactants: N=1C(=NN2C1C=CC=C2)C(=O)OCC (ethyl [1,2,4]triazolo[1,5-a]pyridine-2-carboxylate), [BH4-].[Li+] (lithium borohydride). Solvent: C1CCOC1 (THF). Conditions: time 8 hour. Yields the product N=1C(=NN2C1C=CC=C2)CO ([1,2,4]triazolo[1,5-a]pyridin-2-ylmethanol). The yield is 10.3%. As a reaction SMILES: [N:1]1[C:2]([C:10](OCC)=[O:11])=[N:3][N:4]2[CH:9]=[CH:8][CH:7]=[CH:6][C:5]=12.[BH4-].[Li+]>C1COCC1>[N:1]1[C:2]([CH2:10][OH:11])=[N:3][N:4]2[CH:9]=[CH:8][CH:7]=[CH:6][C:5]=12 |f:1.2|. Procedure: To ethyl [1,2,4]triazolo[1,5-a]pyridine-2-carboxylate (prepared as described in J. Chem. Soc., Perkin Trans. 1, 1976, 2166) (0.67 g, 3.5 mmol) in THF (10 ml) was added lithium borohydride (78 mg, 3.6 mmol) and the mixture was stirred at room temperature under nitrogen overnight. The solvent was removed in vacuo and the residue was purified by flash chromatography on silica gel, eluting with 2.5 to 5% methanol in dichloromethane. The resultant solid was recrystallised from ethyl acetate, yielding... Starting materials: C(C)(=O)NO (acetohydroxamic acid), CC(C)([O-])C.[K+] (potassium t-butoxide), C1CCOC1 (THF), FC1=C(C#N)C=CC(=C1)C=1C=C(C=2N(N1)C=CN2)N(C2=CC=CC=C2)CC2=CC=C(C=C2)OC (2-fluoro-4-(8-((4-methoxybenzyl)(phenyl)amino)imidazo[1,2-b]pyridazin-6-yl)benzonitrile), ( X ). Run in CO (methanol), CN(C)C=O (DMF), CN(C)C=O (DMF). Conditions: time 15 minute. The product is COC1=CC=C(CN(C=2C=3N(N=C(C2)C2=CC4=C(C(=NO4)N)C=C2)C=CN3)C3=CC=CC=C3)C=C1 (6-(8-((4-methoxybenzyl)(phenyl)amino)imidazo[1,2-b]pyridazin-6-yl)benzo[d]isoxazol-3-amine). Reaction SMILES: C([NH:4][OH:5])(=O)C.CC(C)([O-])C.[K+].[CH2:12]1[CH2:16][O:15][CH2:14][CH2:13]1.F[C:18]1[CH:25]=[C:24]([C:26]2[CH:27]=[C:28]([N:35]([CH2:42][C:43]3C=CC(OC)=[CH:45][CH:44]=3)[C:36]3[CH:41]=[CH:40][CH:39]=[CH:38][CH:37]=3)[C:29]3[N:30]([CH:32]=[CH:33][N:34]=3)[N:31]=2)[CH:23]=[CH:22][C:19]=1[C:20]#[N:21]>CN(C=O)C.CO>[CH3:14][O:15][C:16]1[CH:12]=[CH:13][C:43]([CH2:42][N:35]([C:36]2[CH:41]=[CH:40][CH:39]=[CH:38][CH:37]=2)[C:28]2[C:29]3[N:30]([CH:32]=[CH:33][N:34]=3)[N:31]=[C:26]([C:24]3[CH:23]=[CH:22][C:19]4[C:20]([NH2:21])=[N:4][O:5][C:18]=4[CH:25]=3)[CH:27]=2)=[CH:44][CH:45]=1 |f:1.2|. Procedure details: To a solution of acetohydroxamic acid (50 mg, 0.667 mmol) in DMF (1 mL) was added a solution of potassium t-butoxide in THF (0.667 mL, 0.667 mmol). The reaction solution was stirred at RT for 15 minutes and then a solution of 2-fluoro-4-(8-((4-methoxybenzyl)(phenyl)amino)imidazo[1,2-b]pyridazin-6-yl)benzonitrile (30 mg, 0.067 mmol) from (X) in DMF (1 mL) was added. The reaction solution was stirred at RT for 24 hours. The solution was diluted with methanol and purified by preparative HPLC to giv... Reactants: C(C1=CC=CC=C1)N1CC=2C=CC(=NC2CC1)Cl (6-Benzyl-2-chloro-5,6,7,8-tetrahydro-[1,6]naphthyridine), [Cl-].[Li+] (lithium chloride), CN(C=O)C (N,N-dimethylformamide). Reagents/catalysts: [C-]#N.[Zn+2].[C-]#N (zinc cyanide), C=1C=CC(=CC1)/C=C/C(=O)/C=C/C2=CC=CC=C2.C=1C=CC(=CC1)/C=C/C(=O)/C=C/C2=CC=CC=C2.C=1C=CC(=CC1)/C=C/C(=O)/C=C/C2=CC=CC=C2.[Pd].[Pd] (tris(dibenzylideneacetone)dipalladium), C=1C=CC(=CC1)/C=C/C(=O)/C=C/C2=CC=CC=C2.C=1C=CC(=CC1)/C=C/C(=O)/C=C/C2=CC=CC=C2.C=1C=CC(=CC1)/C=C/C(=O)/C=C/C2=CC=CC=C2.[Pd].[Pd] (tris(dibenzylideneacetone)dipalladium), C=1C=CC(=CC1)/C=C/C(=O)/C=C/C2=CC=CC=C2.C=1C=CC(=CC1)/C=C/C(=O)/C=C/C2=CC=CC=C2.C=1C=CC(=CC1)/C=C/C(=O)/C=C/C2=CC=CC=C2.[Pd].[Pd] (tris(dibenzylideneacetone)dipalladium). Reaction conditions: temperature 100 celsius. Product: C(C1=CC=CC=C1)N1CC=2C=CC(=NC2CC1)C#N (6-Benzyl-5,6,7,8-tetrahydro-[1,6]naphthyridine-2-carbonitrile). As a reaction SMILES: [CH2:1]([N:8]1[CH2:17][CH2:16][C:15]2[N:14]=[C:13](Cl)[CH:12]=[CH:11][C:10]=2[CH2:9]1)[C:2]1[CH:7]=[CH:6][CH:5]=[CH:4][CH:3]=1.[Cl-].[Li+].[CH3:21][N:22](C)C=O>[C-]#N.[Zn+2].[C-]#N.C1C=CC(/C=C/C(/C=C/C2C=CC=CC=2)=O)=CC=1.C1C=CC(/C=C/C(/C=C/C2C=CC=CC=2)=O)=CC=1.C1C=CC(/C=C/C(/C=C/C2C=CC=CC=2)=O)=CC=1.[Pd].[Pd]>[CH2:1]([N:8]1[CH2:17][CH2:16][C:15]2[N:14]=[C:13]([C:21]#[N:22])[CH:12]=[CH:11][C:10]=2[CH2:9]1)[C:2]1[CH:7]=[CH:6][CH:5]=[CH:4][CH:3]=1 |f:1.2,4.5.6,7.8.9.10.11|. Procedure details: 6-Benzyl-2-chloro-5,6,7,8-tetrahydro-[1,6]naphthyridine (129 mg, 0.5 mmol) (See Reference WO9830560 Example 33b) was added to zinc cyanide (58.7 mg, 0.5 mmol), lithium chloride (27 mg, 0.65 mmol) and tetrakis(triphenylphosphine)palladium (0) (35 mg, 0.03 mmol) in N,N-dimethylformamide (3 ml). The mixture was purged with argon and was heated at 100° C. for 17 hours. The reaction mixture was cooled to room temperature and a further quantity of tetrakis(triphenylphosphine)palladium (0) (35 mg, 0.03... The reactants are O=C(NCCc1cccc(Cl)c1)c1ccc(Cl)nn1, O=C(c1ccccc1C(F)(F)F)N1CCNCC1. Yields the product O=C(NCCc1cccc(Cl)c1)c1ccc(N2CCN(C(=O)c3ccccc3C(F)(F)F)CC2)nn1. As a reaction SMILES: [Cl:1][c:2]1[cH:3][c:4]([CH2:8][CH2:9][NH:10][C:11](=[O:12])[c:13]2[n:14][n:15][c:16]([Cl:19])[cH:17][cH:18]2)[cH:5][cH:6][cH:7]1.[N:20]1([C:26](=[O:27])[c:28]2[c:29]([C:34]([F:35])([F:36])[F:37])[cH:30][cH:31][cH:32][cH:33]2)[CH2:21][CH2:22][NH:23][CH2:24][CH2:25]1>>[Cl:1][c:2]1[cH:3][c:4]([CH2:8][CH2:9][NH:10][C:11](=[O:12])[c:13]2[n:14][n:15][c:16]([N:23]3[CH2:22][CH2:21][N:20]([C:26](=[O:27])[c:28]4[c:29]([C:34]([F:35])([F:36])[F:37])[cH:30][cH:31][cH:32][cH:33]4)[CH2:25][CH2:24]3)[cH:17][cH:18]2)[cH:5][cH:6][cH:7]1. Reactants: CCOCC, CCO, Cc1ncoc1C(=O)c1ccoc1, [Cl-], [Li]C, [Na+]. Yields the product Cc1ncoc1C(C)(O)c1ccoc1. Reaction SMILES: [CH2:21]([O:22][CH2:23][CH3:24])[CH3:25].[CH3:16][CH2:17][OH:18].[CH3:1][c:2]1[n:3][cH:4][o:5][c:6]1[C:7](=[O:8])[c:9]1[cH:10][o:11][cH:12][cH:13]1.[Cl-:20].[Li:14][CH3:15].[Na+:19]>>[CH3:1][c:2]1[n:3][cH:4][o:5][c:6]1[C:7]([OH:8])([c:9]1[cH:10][o:11][cH:12][cH:13]1)[CH3:16]. The reactants are NC1[C@@H]2N(C(=C(CS2)CSC2=CC(=NC=3N2N=C(N3)COC)C)C(=O)O)C1=O (7-amino-3-[(2-methoxymethyl-5-methyl-s-triazolo[1,5-a]pyrimidin-7yl)thiomethyl]-3-cephem-4-carboxylic acid), C(C)(=O)OCC (ethyl acetate), N12CCCN=CC2CCCC1 (1,5-diazabicyclo[5.4.0]undec-5-ene), C(C(C)(C)C)(=O)OCI (pivaloyloxymethyl iodide). Run in O (water), CC(=O)C (acetone), CCOCC (ether). Conditions: time 30 minute. The product is NC1[C@@H]2N(C(=C(CS2)CSC2=CC(=NC=3N2N=C(N3)COC)C)C(=O)OCOC(C(C)(C)C)=O)C1=O (pivaloyloxymethyl 7-amino-3-[(2-methoxymethyl-5-methyl-s-triazolo[1,5-a]pyrimidin-7-yl)thiomethyl]-3-cephem-4-carboxylate). The yield is 47.4%. Reaction SMILES: [NH2:1][CH:2]1[C:27](=[O:28])[N:4]2[C:5]([C:24]([OH:26])=[O:25])=[C:6]([CH2:9][S:10][C:11]3[N:16]4[N:17]=[C:18]([CH2:20][O:21][CH3:22])[N:19]=[C:15]4[N:14]=[C:13]([CH3:23])[CH:12]=3)[CH2:7][S:8][C@H:3]12.N12CCCCC1C=NCCC2.[C:40]([O:46][CH2:47]I)(=[O:45])[C:41]([CH3:44])([CH3:43])[CH3:42].C(OCC)(=O)C>CC(C)=O.CCOCC.O>[NH2:1][CH:2]1[C:27](=[O:28])[N:4]2[C:5]([C:24]([O:26][CH2:47][O:46][C:40](=[O:45])[C:41]([CH3:44])([CH3:43])[CH3:42])=[O:25])=[C:6]([CH2:9][S:10][C:11]3[N:16]4[N:17]=[C:18]([CH2:20][O:21][CH3:22])[N:19]=[C:15]4[N:14]=[C:13]([CH3:23])[CH:12]=3)[CH2:7][S:8][C@H:3]12. Procedure: In 80 ml of acetone was suspended 16.9 g of 7-amino-3-[(2-methoxymethyl-5-methyl-s-triazolo[1,5-a]pyrimidin-7yl)thiomethyl]-3-cephem-4-carboxylic acid and ice-cooled, and then 5.98 ml of 1,5-diazabicyclo[5.4.0]undec-5-ene (DBU) was added dropwise to the solution and the mixture was stirred for 30 minutes. After 9.68 g of pivaloyloxymethyl iodide was added dropwise to the mixture, the mixture was stirred at room temperature for 20 minutes. After the reaction mixture was poured into a mixed soluti... The reactants are BrC=1C=C(C=C(C1)C(F)(F)F)[C@@H]1[C@@H](NC(O1)=O)C ((4S,5R)-5-[3-bromo-5-(trifluoromethyl)phenyl]-4-methyl-1,3-oxazolidin-2-one), [H-].[Na+] (sodium hydride), CS(=O)(=O)OCC1=NC(=NC=C1C1=C(C=C(C(=C1)C(C)C)F)OC)SC ({5-[4-fluoro-2-methoxy-5-(propan-2-yl)phenyl]-2-(methylsulfanyl)pyrimidin-4-yl}methyl methanesulfonate). Solvent: C1CCOC1 (THF), C1CCOC1 (THF). Run at temperature 0 celsius, time 1 hour. Product: BrC=1C=C(C=C(C1)C(F)(F)F)[C@@H]1[C@@H](N(C(O1)=O)CC1=NC(=NC=C1C1=C(C=C(C(=C1)C(C)C)F)OC)SC)C ((4S,5R)-5-[3-bromo-5-(trifluoromethyl)phenyl]-3-({5-[4-fluoro-2-methoxy-5-(propan-2-yl)phenyl]-2-(methylsulfanyl)pyrimidin-4-yl}methyl)-4-methyl-1,3-oxazolidin-2-one). RXN SMILES: [Br:1][C:2]1[CH:3]=[C:4]([C@H:12]2[O:16][C:15](=[O:17])[NH:14][C@H:13]2[CH3:18])[CH:5]=[C:6]([C:8]([F:11])([F:10])[F:9])[CH:7]=1.[H-].[Na+].CS(O[CH2:26][C:27]1[C:32]([C:33]2[CH:38]=[C:37]([CH:39]([CH3:41])[CH3:40])[C:36]([F:42])=[CH:35][C:34]=2[O:43][CH3:44])=[CH:31][N:30]=[C:29]([S:45][CH3:46])[N:28]=1)(=O)=O>C1COCC1>[Br:1][C:2]1[CH:3]=[C:4]([C@H:12]2[O:16][C:15](=[O:17])[N:14]([CH2:26][C:27]3[C:32]([C:33]4[CH:38]=[C:37]([CH:39]([CH3:41])[CH3:40])[C:36]([F:42])=[CH:35][C:34]=4[O:43][CH3:44])=[CH:31][N:30]=[C:29]([S:45][CH3:46])[N:28]=3)[C@H:13]2[CH3:18])[CH:5]=[C:6]([C:8]([F:9])([F:11])[F:10])[CH:7]=1 |f:1.2|. Procedure details: To (4S,5R)-5-[3-bromo-5-(trifluoromethyl)phenyl]-4-methyl-1,3-oxazolidin-2-one (INTERMEDIATE 67(c)—(Table 8), 145 mg, 0.447 mmol) in THF (4 mL) at 0° C. was added sodium hydride (60 wt %, 23.3 mg, 0.582 mmol). The reaction was stirred at 0° C. for 1 hour and a solution of {5-[4-fluoro-2-methoxy-5-(propan-2-yl)phenyl]-2-(methylsulfanyl)pyrimidin-4-yl}methyl methanesulfonate (188 mg, 0.470 mmol) in THF (500 μL) was added. The reaction was allowed to warm to room temperature and was stirred at room... The reactants are CCN(C(C)C)C(C)C, O=C(O)C(F)(F)F, O=C(O)CCN1CCCCC1, N#Cc1cc(Cl)cc(Oc2c(Cl)ccc(CNC(=O)c3cc4cc(N)ccc4[nH]3)c2F)c1, CN(C)C=O. Product: O=C(O)C(F)(F)F, N#Cc1cc(Cl)cc(Oc2c(Cl)ccc(CNC(=O)c3cc4cc(NC(=O)CCN5CCCCC5)ccc4[nH]3)c2F)c1. RXN SMILES: [CH:51]([N:52]([CH:53]([CH3:54])[CH3:55])[CH2:56][CH3:57])([CH3:58])[CH3:59].[F:1][C:2]([C:3](=[O:4])[OH:5])([F:6])[F:7].[N:40]1([CH2:46][CH2:47][C:48](=[O:49])[OH:50])[CH2:41][CH2:42][CH2:43][CH2:44][CH2:45]1.[NH2:8][c:9]1[cH:10][c:11]2[cH:12][c:13]([C:18](=[O:19])[NH:20][CH2:21][c:22]3[c:23]([F:39])[c:24]([O:29][c:30]4[cH:31][c:32]([Cl:38])[cH:33][c:34]([C:36]#[N:37])[cH:35]4)[c:25]([Cl:28])[cH:26][cH:27]3)[nH:14][c:15]2[cH:16][cH:17]1.[O:60]=[CH:61][N:62]([CH3:63])[CH3:64]>>[F:1][C:2]([C:3](=[O:4])[OH:5])([F:6])[F:7].[NH:8]([c:9]1[cH:10][c:11]2[cH:12][c:13]([C:18](=[O:19])[NH:20][CH2:21][c:22]3[c:23]([F:39])[c:24]([O:29][c:30]4[cH:31][c:32]([Cl:38])[cH:33][c:34]([C:36]#[N:37])[cH:35]4)[c:25]([Cl:28])[cH:26][cH:27]3)[nH:14][c:15]2[cH:16][cH:17]1)[C:48]([CH2:47][CH2:46][N:40]1[CH2:41][CH2:42][CH2:43][CH2:44][CH2:45]1)=[O:49]. The reactants are CC1=C(CCC(=O)O)C=CC=C1 (2-methylhydrocinnamic acid), C(C(=O)Cl)(=O)Cl (oxalyl chloride), CN(C=O)C (N,N-dimethylformamide). The solvent is C(Cl)Cl (methylene chloride). Conditions: time 8 hour. The product is CC1=C(C=CC=C1)CCC(=O)Cl (3-(2-methylphenyl)propanoyl chloride). RXN SMILES: [CH3:1][C:2]1[CH:12]=[CH:11][CH:10]=[CH:9][C:3]=1[CH2:4][CH2:5][C:6](O)=[O:7].C(Cl)(=O)C([Cl:16])=O.CN(C)C=O>C(Cl)Cl>[CH3:1][C:2]1[CH:12]=[CH:11][CH:10]=[CH:9][C:3]=1[CH2:4][CH2:5][C:6]([Cl:16])=[O:7]. Reported procedure: A mixture of 2-methylhydrocinnamic acid (3.0 g, 18.3 mmole), oxalyl chloride (3.19 ml, 36.6 mmole) and methylene chloride (30 ml) was cooled in an ice bath and N,N-dimethylformamide (0.14 ml, 1.81 mmole) was added dropwise. The mixture was stirred at room temperature overnight. Concentration in vacuo gave 3-(2-methylphenyl)propanoyl chloride which was taken up in methylene chloride and used in the next step as a crude.